From a dataset of the Open Reaction Database (ORD), a public repository of structured organic reaction records. describe an organic reaction: reactants, conditions, products, and yield Reactants: Cl, Cl, O=C=Nc1cccc(C(F)(F)F)c1, COCC(CCN1CCC2(CC2)C(O)C1)N1CC(C)NCCC1=O. Product: COCC(CCN1CCC2(CC2)C(O)C1)N1CC(C)N(C(=O)Nc2cccc(C(F)(F)F)c2)CCC1=O. RXN SMILES: [ClH:1].[ClH:2].[F:27][C:28]([c:29]1[cH:30][c:31]([N:35]=[C:36]=[O:37])[cH:32][cH:33][cH:34]1)([F:38])[F:39].[OH:3][CH:4]1[C:5]2([CH2:6][CH2:7]2)[CH2:8][CH2:9][N:10]([CH2:12][CH2:13][CH:14]([CH2:15][O:16][CH3:17])[N:18]2[CH2:19][CH:20]([CH3:26])[NH:21][CH2:22][CH2:23][C:24]2=[O:25])[CH2:11]1>>[OH:3][CH:4]1[C:5]2([CH2:6][CH2:7]2)[CH2:8][CH2:9][N:10]([CH2:12][CH2:13][CH:14]([CH2:15][O:16][CH3:17])[N:18]2[CH2:19][CH:20]([CH3:26])[N:21]([C:36]([NH:35][c:31]3[cH:30][c:29]([C:28]([F:27])([F:38])[F:39])[cH:34][cH:33][cH:32]3)=[O:37])[CH2:22][CH2:23][C:24]2=[O:25])[CH2:11]1.